From a dataset of the Open Reaction Database (ORD), a public repository of structured organic reaction records. describe an organic reaction: reactants, conditions, products, and yield Reactants: [N+](=O)([O-])C1=C(C=O)C=CC=C1 (2-nitrobenzaldehyde), C1(CC(CCC1)=O)=O (cyclohexane-1,3-dione), C(C)OC(CC(N)=N)=O (amidinoacetic acid ethyl ester). Solvent: C(C)O (ethanol). Product: C(C)OC(=O)C1=C(NC=2CCCC(C2C1C1=C(C=CC=C1)[N+](=O)[O-])=O)N (2-amino-4-(2-nitrophenyl)-1,4,5,6,7,8-hexahydro-5-oxoquinoline-3-carboxylic acid ethyl ester), alcohol. Yield: 69.0%. Reaction SMILES: [N+:1]([C:4]1[CH:11]=[CH:10][CH:9]=[CH:8][C:5]=1[CH:6]=O)([O-:3])=[O:2].[C:12]1(=[O:19])[CH2:17][CH2:16][CH2:15][C:14](=O)[CH2:13]1.[CH2:20]([O:22][C:23](=[O:28])[CH2:24][C:25](=[NH:27])[NH2:26])[CH3:21]>C(O)C>[CH2:20]([O:22][C:23]([C:24]1[CH:6]([C:5]2[CH:8]=[CH:9][CH:10]=[CH:11][C:4]=2[N+:1]([O-:3])=[O:2])[C:13]2[C:12](=[O:19])[CH2:17][CH2:16][CH2:15][C:14]=2[NH:26][C:25]=1[NH2:27])=[O:28])[CH3:21]. Procedure: Upon heating a solution of 7.6 g of 2-nitrobenzaldehyde, 5.6 g of cyclohexane-1,3-dione and 6.5 g of amidinoacetic acid ethyl ester in 100 ml of ethanol for 2 hours, 2-amino-4-(2-nitrophenyl)-1,4,5,6,7,8-hexahydro-5-oxoquinoline-3-carboxylic acid ethyl ester of melting point 212°C (alcohol) is obtained. The reactants are O=C1CCN(C(=O)C=Cc2ccc(Cl)c(Cl)c2)CCN1, Cl, Cl, O=C1CCNCCN1CCCN1CCCCC1, O=C(O)C=Cc1cccc(C(F)(F)F)c1. The product is O=C(C=Cc1cccc(C(F)(F)F)c1)N1CCC(=O)N(CCCN2CCCCC2)CC1. Reaction SMILES: [Cl:1][c:2]1[cH:3][c:4]([CH:5]=[CH:6][C:7]([N:8]2[CH2:9][CH2:10][C:11](=[O:12])[NH:13][CH2:14][CH2:15]2)=[O:16])[cH:17][cH:18][c:19]1[Cl:20].[ClH:36].[ClH:37].[N:38]1([CH2:44][CH2:45][CH2:46][N:47]2[CH2:48][CH2:49][NH:50][CH2:51][CH2:52][C:53]2=[O:54])[CH2:39][CH2:40][CH2:41][CH2:42][CH2:43]1.[OH:21][C:22](=[O:23])[CH:24]=[CH:25][c:26]1[cH:27][cH:28][cH:29][c:30]([C:32]([F:33])([F:34])[F:35])[cH:31]1>>[C:22](=[O:23])([CH:24]=[CH:25][c:26]1[cH:27][cH:28][cH:29][c:30]([C:32]([F:33])([F:34])[F:35])[cH:31]1)[N:50]1[CH2:49][CH2:48][N:47]([CH2:46][CH2:45][CH2:44][N:38]2[CH2:39][CH2:40][CH2:41][CH2:42][CH2:43]2)[C:53](=[O:54])[CH2:52][CH2:51]1. Solvent: CN(C)C=O (DMF). Product: COC=1C=C(C=CC1)C1=CN(C=2N=CN=C(C21)N)C2=CC(=CC=C2)OCCN2C=NC=C2 (5-(3-Methoxyphenyl)-7-[3-(2-(1-imidazolyl)ethoxy)phenyl]-4-aminopyrrolo-[2,3-d]pyrimidine). As a reaction SMILES: [CH3:1][O:2][C:3]1[CH:4]=[C:5]([C:9]2[C:17]3[C:16]([NH2:18])=[N:15][CH:14]=[N:13][C:12]=3[N:11]([C:19]3[CH:24]=[CH:23][CH:22]=[C:21]([O:25][CH2:26][CH2:27]Cl)[CH:20]=3)[CH:10]=2)[CH:6]=[CH:7][CH:8]=1.[NH:29]1[CH:33]=[CH:32][N:31]=[CH:30]1.[Na].O>CN(C=O)C>[CH3:1][O:2][C:3]1[CH:4]=[C:5]([C:9]2[C:17]3[C:16]([NH2:18])=[N:15][CH:14]=[N:13][C:12]=3[N:11]([C:19]3[CH:24]=[CH:23][CH:22]=[C:21]([O:25][CH2:26][CH2:27][N:29]4[CH:33]=[CH:32][N:31]=[CH:30]4)[CH:20]=3)[CH:10]=2)[CH:6]=[CH:7][CH:8]=1 |f:1.2,^1:33|. Run at time 5 hour. Reported procedure: 0.8 g of 5-(3-methoxyphenyl)-7-[3-(2-chloro-1-ethoxy)phenyl]-4-aminopyrrolo[2,3-d]-pyrimidine and 0.24 g of sodium imidazole are heated to 80° C. in 20 ml of DMF and stirred for 5 h. The mixture is then cooled to RT and treated with water, extracted 3 times with methylene chloride and concentrated. After chromatography on silica gel using methylene chloride/methanol 15:2 and crystallization from ether/methylene chloride, 5-(3-methoxy-phenyl)-7-[3-(2-(1-imidazolyl)ethoxy)phenyl]-4-aminopyrrolo[2,... Starting materials: COC=1C=C(C=CC1)C1=CN(C=2N=CN=C(C21)N)C2=CC(=CC=C2)OCCCl (5-(3-methoxyphenyl)-7-[3-(2-chloro-1-ethoxy)phenyl]-4-aminopyrrolo[2,3-d]-pyrimidine), N1C=NC=C1.[Na] (sodium imidazole), O (water). Starting materials: COC(=O)CCCCCCCCC1(O)OC(COCc2ccccc2)C(O)C(OC2OC(C)C(OCc3ccccc3)C(OCc3ccccc3)C2OCc2ccccc2)C1NC(C)=O, CC(=O)OC1C(CCl)OC(OC(=N)C(Cl)(Cl)Cl)C(OC(C)=O)C1OC(C)=O. Product: COC(=O)CCCCCCCCC1(O)OC(COCc2ccccc2)C(OC2OC(CCl)C(OC(C)=O)C(OC(C)=O)C2OC(C)=O)C(OC2OC(C)C(OCc3ccccc3)C(OCc3ccccc3)C2OCc2ccccc2)C1NC(C)=O. Reaction SMILES: [CH3:28][O:29][C:30](=[O:31])[CH2:32][CH2:33][CH2:34][CH2:35][CH2:36][CH2:37][CH2:38][CH2:39][C:40]1([OH:41])[CH:42]([NH:89][C:90]([CH3:91])=[O:92])[CH:43]([O:44][CH:45]2[CH:46]([O:47][CH2:48][c:49]3[cH:50][cH:51][cH:52][cH:53][cH:54]3)[CH:55]([O:56][CH2:57][c:58]3[cH:59][cH:60][cH:61][cH:62][cH:63]3)[CH:64]([O:65][CH2:66][c:67]3[cH:68][cH:69][cH:70][cH:71][cH:72]3)[CH:73]([CH3:75])[O:74]2)[CH:76]([OH:77])[CH:78]([CH2:80][O:81][CH2:82][c:83]2[cH:84][cH:85][cH:86][cH:87][cH:88]2)[O:79]1.[Cl:1][C:2]([Cl:3])([Cl:25])[C:26]([O:4][CH:5]1[CH:6]([O:7][C:8]([CH3:9])=[O:10])[CH:11]([O:12][C:13]([CH3:14])=[O:15])[CH:16]([O:17][C:18]([CH3:19])=[O:20])[CH:21]([CH2:23][Cl:24])[O:22]1)=[NH:27]>>[O:4]([CH:5]1[CH:6]([O:7][C:8]([CH3:9])=[O:10])[CH:11]([O:12][C:13]([CH3:14])=[O:15])[CH:16]([O:17][C:18]([CH3:19])=[O:20])[CH:21]([CH2:23][Cl:24])[O:22]1)[CH:76]1[CH:43]([O:44][CH:45]2[CH:46]([O:47][CH2:48][c:49]3[cH:50][cH:51][cH:52][cH:53][cH:54]3)[CH:55]([O:56][CH2:57][c:58]3[cH:59][cH:60][cH:61][cH:62][cH:63]3)[CH:64]([O:65][CH2:66][c:67]3[cH:68][cH:69][cH:70][cH:71][cH:72]3)[CH:73]([CH3:75])[O:74]2)[CH:42]([NH:89][C:90]([CH3:91])=[O:92])[C:40]([CH2:39][CH2:38][CH2:37][CH2:36][CH2:35][CH2:34][CH2:33][CH2:32][C:30]([O:29][CH3:28])=[O:31])([OH:41])[O:79][CH:78]1[CH2:80][O:81][CH2:82][c:83]1[cH:84][cH:85][cH:86][cH:87][cH:88]1. Starting materials: S(=O)(Cl)Cl (thionyl chloride), C(C=C)NS(=O)(=O)C=1C=C(C(=O)O)C=CC1 (3-(N-allylsulfamoyl)benzoic acid), [N-]=C=S.[K+] (potassium isothiocyanate). Solvent: ClCCCl (1,2-dichloroethane). Conditions: temperature 80 celsius, time 2 hour. The product is C(C=C)NS(=O)(=O)C=1C=C(C(=O)N=C=S)C=CC1 (3-(N-allylsulfamoyl)benzoyl isothiocyanate). Isolated yield 30.3%. As a reaction SMILES: [CH2:1]([NH:4][S:5]([C:8]1[CH:9]=[C:10]([CH:14]=[CH:15][CH:16]=1)[C:11](O)=[O:12])(=[O:7])=[O:6])[CH:2]=[CH2:3].S(Cl)(Cl)=O.[N-:21]=[C:22]=[S:23].[K+]>ClCCCl>[CH2:1]([NH:4][S:5]([C:8]1[CH:9]=[C:10]([CH:14]=[CH:15][CH:16]=1)[C:11]([N:21]=[C:22]=[S:23])=[O:12])(=[O:7])=[O:6])[CH:2]=[CH2:3] |f:2.3|. Reported procedure: To a suspension of 3-(N-allylsulfamoyl)benzoic acid (2 g, 8.29 mmol) in 1,2-dichloroethane (25 mL) was added thionyl chloride (1.271 mL, 17.41 mmol) dropwise. The suspension was stirred for 2 hours at 80° C. After 2 hours, the reaction mixture was concentrated to an off-white solid. The solid was redissolved in 25 mL acetone, and potassium isothiocyanate (0.967 g, 9.95 mmol) was added. A precipitate formed immediately upon addition. The reaction was stirred at 50° C. After 2 hours, the reaction ...